This data is from the Open Reaction Database (ORD), a public repository of structured organic reaction records. The task is: describe an organic reaction: reactants, conditions, products, and yield Product: CS(=O)(=O)c1cccc(S(=O)(=O)n2cc(C=O)cc2Br)c1. RXN SMILES: [Br:1][c:2]1[cH:3][c:4]([CH2:20][OH:21])[cH:5][n:6]1[S:7](=[O:8])(=[O:9])[c:10]1[cH:11][c:12]([S:16](=[O:17])(=[O:18])[CH3:19])[cH:13][cH:14][cH:15]1.[S:28](=[O:29])(=[O:30])=[O:31].[n:22]1[cH:23][cH:24][cH:25][cH:26][cH:27]1>>[Br:1][c:2]1[cH:3][c:4]([CH:20]=[O:21])[cH:5][n:6]1[S:7](=[O:8])(=[O:9])[c:10]1[cH:11][c:12]([S:16](=[O:17])(=[O:18])[CH3:19])[cH:13][cH:14][cH:15]1. The reactants are CS(=O)(=O)c1cccc(S(=O)(=O)n2cc(CO)cc2Br)c1, O=S(=O)=O, c1ccncc1. Reactants: FC1=C2C=CC=NC2=CC(=C1C=O)F (5,7-difluoroquinoline-6-carbaldehyde), C(C)[Mg]I (ethylmagnesium iodide). The solvent is C1CCOC1 (THF). Conditions: temperature -78 celsius, time 1 hour. The product is FC1=C2C=CC=NC2=CC(=C1C(C)O)F (1-(5,7-Difluoroquinolin-6-yl)ethanol). The yield is 60.9%. Reaction SMILES: [F:1][C:2]1[C:11]([CH:12]=[O:13])=[C:10]([F:14])[CH:9]=[C:8]2[C:3]=1[CH:4]=[CH:5][CH:6]=[N:7]2.[CH2:15]([Mg]I)C>C1COCC1>[F:1][C:2]1[C:11]([CH:12]([OH:13])[CH3:15])=[C:10]([F:14])[CH:9]=[C:8]2[C:3]=1[CH:4]=[CH:5][CH:6]=[N:7]2. Procedure: To a solution of 5,7-difluoroquinoline-6-carbaldehyde (5.0 g, 25.9 mmol) in THF (80 mL) was added ethylmagnesium iodide (3 M, 9.5 mL, 28.5 mmol) at −78° C. After stirring at −78° C. for 1 hour, the reaction was quenched with saturated NH4Cl and concentrated under reduced pressure. The residue was diluted with water, extracted with DCM three times. The organic layers were combined, dried over Na2SO4, filtered and concentrated under reduced pressure. The crude product was purified by chromatograph... Reactants: [OH-].[Na+] (sodium hydroxide), N1=C(C=NC=C1)C1(CC1)C#N (1-(pyrazin-2-yl)cyclopropanecarbonitrile), CO (methanol). Product: N1=C(C=NC=C1)C1(CC1)C(=O)O (1-(Pyrazin-2-yl)cyclopropanecarboxylic acid). As a reaction SMILES: [OH-:1].[Na+].[N:3]1[CH:8]=[CH:7][N:6]=[CH:5][C:4]=1[C:9]1([C:12]#N)[CH2:11][CH2:10]1.C[OH:15]>>[N:3]1[CH:8]=[CH:7][N:6]=[CH:5][C:4]=1[C:9]1([C:12]([OH:15])=[O:1])[CH2:11][CH2:10]1 |f:0.1|. Procedure: A 20% aqueous sodium hydroxide solution (1 mL) was added to a solution of 1-(pyrazin-2-yl)cyclopropanecarbonitrile (0.2 g, 1.37 mmol) in methanol (10 mL) at room temperature. The reaction mixture was heated at reflux for 36 h. The mixture was cooled, and then the solvent was removed under reduced pressure. The resulting residue was partitioned between water and ethyl acetate. The aqueous layer was neutralized with aqueous hydrochloric acid (3N) and the water was removed under reduced pressure. T... Reactants: [Br-], COc1cc(Cl)c(C(C)(C)C=O)cc1Br, C1CCOC1, [Li]CCCC, C[P+](c1ccccc1)(c1ccccc1)c1ccccc1. Yields the product C=CC(C)(C)c1cc(Br)c(OC)cc1Cl. As a reaction SMILES: [Br-:21].[Br:6][c:7]1[c:8]([O:19][CH3:20])[cH:9][c:10]([Cl:18])[c:11]([C:13]([CH:14]=[O:15])([CH3:16])[CH3:17])[cH:12]1.[CH2:42]1[O:43][CH2:44][CH2:45][CH2:46]1.[CH3:1][CH2:2][CH2:3][CH2:4][Li:5].[CH3:22][P+:23]([c:24]1[cH:25][cH:26][cH:27][cH:28][cH:29]1)([c:30]1[cH:31][cH:32][cH:33][cH:34][cH:35]1)[c:36]1[cH:37][cH:38][cH:39][cH:40][cH:41]1>>[CH2:1]=[CH:14][C:13]([c:11]1[c:10]([Cl:18])[cH:9][c:8]([O:19][CH3:20])[c:7]([Br:6])[cH:12]1)([CH3:16])[CH3:17]. As a reaction SMILES: [CH3:1][N:2]([CH:4]=O)[CH3:3].CS(C1[N:15]=[C:14]([C:16]2[CH:21]=[CH:20][C:19]([Cl:22])=[CH:18][C:17]=2[Cl:23])[C:13]([C:24]2[CH:29]=[CH:28][C:27]([Cl:30])=[CH:26][CH:25]=2)=[CH:12][N:11]=1)(=O)=O.CNC>CCOCC>[CH3:1][N:2]([C:4]1[N:15]=[C:14]([C:16]2[CH:21]=[CH:20][C:19]([Cl:22])=[CH:18][C:17]=2[Cl:23])[C:13]([C:24]2[CH:25]=[CH:26][C:27]([Cl:30])=[CH:28][CH:29]=2)=[CH:12][N:11]=1)[CH3:3]. Procedure: To a 25 mL thick glass wall pressure tube was added a stirrer bar, 4 mL DMF and 2-methylsulfonyl-4-(2,4-dichlorophenyl)-5-(4-chlorophenyl)pyrimidine (42 mg 0.1 mmol). Then excess dimethylamine in ether (2M) was added, the tube sealed and heated at 100° C. for 18 h. The solvents were removed under high vacuum, and product was obtained. HPLC/MS: m/e=379 (M+1); Rt=3.79 min; 1H-NMR 500 MHz (CDCl3): δ 3.18 (s, 6H), 7.40 (d, J=9 Hz, 1H), 7.5-7.6 (m, 3H), 7.8 (m, 2H), 8.20 (s, 1H). Solvent: CCOCC (ether). Product: CN(C)C1=NC=C(C(=N1)C1=C(C=C(C=C1)Cl)Cl)C1=CC=C(C=C1)Cl (2-(N,N-Dimethylamino)-4-(2,4-dichlorophenyl)-5-(4-chlorophenyl)pyrimidine). Starting materials: CN(C)C=O (DMF), CS(=O)(=O)C1=NC=C(C(=N1)C1=C(C=C(C=C1)Cl)Cl)C1=CC=C(C=C1)Cl (2-methylsulfonyl-4-(2,4-dichlorophenyl)-5-(4-chlorophenyl)pyrimidine), CNC (dimethylamine). Reaction conditions: temperature 100 celsius.